Dataset: the Open Reaction Database (ORD), a public repository of structured organic reaction records. Task: describe an organic reaction: reactants, conditions, products, and yield Starting materials: CN1CCNCC1 (methyl piperazine), C(C)(C)N(CC)C(C)C (diisopropyl ethyl amine), ClC(Cl)(OC(OC(Cl)(Cl)Cl)=O)Cl (Triphosgene). Run in ClCCl (dichloromethane). Reaction conditions: temperature 0 celsius. Yields the product CN1CCN(CC1)C(=O)Cl (4-methylpiperazine-1-carbonyl chloride). As a reaction SMILES: [CH3:1][N:2]1[CH2:7][CH2:6][NH:5][CH2:4][CH2:3]1.C(N(C(C)C)CC)(C)C.[Cl:17][C:18](Cl)([O:20]C(=O)OC(Cl)(Cl)Cl)Cl>ClCCl>[CH3:1][N:2]1[CH2:7][CH2:6][N:5]([C:18]([Cl:17])=[O:20])[CH2:4][CH2:3]1. Reported procedure: To solution of methyl piperazine (166 uL, 1.50 mmol) In anhydrous dichloromethane (2 mL), diisopropyl ethyl amine (300 uL, 1.72 mmol) was added. The reaction was cooled to 0° C. under N2. Triphosgene (240 mg, 0.809 mmol) was added and the reaction was allowed to warm to rt. The chloride was used immediately without purification. Reactants: CO, CS(C)=O, Nc1cc(Cl)c(C(F)(F)F)cc1[N+](=O)[O-], [K+], [OH-]. Yields the product COc1cc(N)c([N+](=O)[O-])cc1C(F)(F)F. RXN SMILES: [CH3:18][OH:19].[CH3:20][S:21]([CH3:22])=[O:23].[Cl:1][c:2]1[c:3]([C:12]([F:13])([F:14])[F:15])[cH:4][c:5]([N+:9](=[O:10])[O-:11])[c:6]([NH2:8])[cH:7]1.[K+:17].[OH-:16]>>[c:2]1([O:16][CH3:18])[c:3]([C:12]([F:13])([F:14])[F:15])[cH:4][c:5]([N+:9](=[O:10])[O-:11])[c:6]([NH2:8])[cH:7]1. Reactants: Cl.SCCN (2-mercaptoethanamine hydrochloride), Cl.N1=CC=CC=C1.ClCC1=CC=NC=C1 (4-chloromethylpyridine pyridine hydrochloride), [OH-].[Na+] (sodium hydroxide). Run in C(C)O (ethanol). The product is N1=CC=C(C=C1)CSCCN (2-[[(4-pyridyl)methyl]thio]ethanamine). Reaction SMILES: [OH-].[Na+].Cl.[SH:4][CH2:5][CH2:6][NH2:7].Cl.N1C=CC=CC=1.Cl[CH2:16][C:17]1[CH:22]=[CH:21][N:20]=[CH:19][CH:18]=1>C(O)C>[N:20]1[CH:21]=[CH:22][C:17]([CH2:16][S:4][CH2:5][CH2:6][NH2:7])=[CH:18][CH:19]=1 |f:0.1,2.3,4.5.6|. Procedure details: 34.1 g of sodium hydroxide was dissolved in 500 ml of ethanol under an argon atmosphere and 48.6 g of 2-mercaptoethanamine hydrochloride and 35 g of 4-chloromethylpyridine pyridine hydrochloride were added with ice bath cooling. The reaction mixture was allowed to warm to room temperature over 2 hours, was concentrated, diluted with 300 ml of water and was extracted with 3×150 ml of dichloromethane. The combined organic layers were washed with 100 ml of saturated brine, dried over potassium carb... The reactants are CC(C)C[Al+]CC(C)C, COC(=O)c1cnc(OC)cc1C(F)(F)F, CC(C)C[AlH]CC(C)C, Cc1ccccc1, [H-]. Reaction SMILES: [CH2:18]([Al+:19][CH2:20][CH:21]([CH3:22])[CH3:23])[CH:24]([CH3:25])[CH3:26].[CH3:1][O:2][c:3]1[n:4][cH:5][c:6]([C:7](=[O:8])[O:9][CH3:10])[c:11]([C:13]([F:14])([F:15])[F:16])[cH:12]1.[CH3:27][CH:28]([CH2:29][AlH:30][CH2:31][CH:32]([CH3:33])[CH3:34])[CH3:35].[CH3:36][c:37]1[cH:38][cH:39][cH:40][cH:41][cH:42]1.[H-:17]>>[CH3:1][O:2][c:3]1[n:4][cH:5][c:6]([CH2:7][OH:8])[c:11]([C:13]([F:14])([F:15])[F:16])[cH:12]1. Yields the product COc1cc(C(F)(F)F)c(CO)cn1. Reactants: CO, [OH-], [OH-], [Pd+2], COc1ccc2ncc(F)c(CCN3CCC(CN(Cc4ccccc4)C(=O)[O-])C3)c2n1. Yields the product COc1ccc2ncc(F)c(CCN3CCC(CN)C3)c2n1. Reaction SMILES: [CH3:33][OH:34].[OH-:35].[OH-:36].[Pd+2:37].[c:1]1([CH2:2][N:8]([C:3](=[O:4])[O-:5])[CH2:12][CH:13]2[CH2:14][N:15]([CH2:18][CH2:19][c:20]3[c:21]([F:32])[cH:22][n:23][c:24]4[cH:25][cH:26][c:27]([O:30][CH3:31])[n:28][c:29]34)[CH2:16][CH2:17]2)[cH:6][cH:7][cH:9][cH:10][cH:11]1>>[NH2:8][CH2:12][CH:13]1[CH2:14][N:15]([CH2:18][CH2:19][c:20]2[c:21]([F:32])[cH:22][n:23][c:24]3[cH:25][cH:26][c:27]([O:30][CH3:31])[n:28][c:29]23)[CH2:16][CH2:17]1. Starting materials: BrC1=CC=C(C=C1)[C@H]1OC1 ((2R)-2-(4-Bromophenyl)oxirane), N1CCCC1 (pyrrolidine), O.[O-2].[O-2].[O-2].O=[Si]=O.O=[Si]=O.O=[Si]=O.O=[Si]=O.[Al+3].[Al+3] (Montmorillonite K10). Solvent: C(Cl)Cl (CH2Cl2). Run at time 16 hour. Product: BrC1=CC=C(C=C1)[C@H](CN1CCCC1)O ((1R)-1-(4-bromophenyl)-2-(1-pyrrolidinyl)ethanol). Yield: 43.5%. RXN SMILES: [Br:1][C:2]1[CH:7]=[CH:6][C:5]([C@@H:8]2[CH2:10][O:9]2)=[CH:4][CH:3]=1.[NH:11]1[CH2:15][CH2:14][CH2:13][CH2:12]1.O.[O-2].[O-2].[O-2].O=[Si]=O.O=[Si]=O.O=[Si]=O.O=[Si]=O.[Al+3].[Al+3]>C(Cl)Cl>[Br:1][C:2]1[CH:7]=[CH:6][C:5]([C@@H:8]([OH:9])[CH2:10][N:11]2[CH2:15][CH2:14][CH2:13][CH2:12]2)=[CH:4][CH:3]=1 |f:2.3.4.5.6.7.8.9.10.11|. Procedure: (2R)-2-(4-Bromophenyl)oxirane (49.93 g, 250.8 mmol) was added to pyrrolidine (35 mL, 421.2 mmol) in a CH2Cl2 (150 mL) solution at 0° C. with magnetic stirring. Montmorillonite K10 clay (5.87 g) was added in one portion. The resulting mixture was stirred at room temperature for 16 h. The mixture was then filtered through a pad of Celite and the filtrate was concentrated to give a white solid. The crude material was recrystallized from Et2O to give (1R)-1-(4-bromophenyl)-2-(1-pyrrolidinyl)ethanol ... Starting materials: CNCCCCC (N-methylpentan-1-amine), BrCCCCCOC=1C(=CC=C2C(=CC(OC12)=O)NC1=C(C=NC=C1Cl)Cl)OC (8-(5-Bromopentyloxy)-4-(3,5-dichloropyridin-4-ylamino)-7-methoxy-2H-chromen-2-one). Product: ClC=1C=NC=C(C1NC1=CC(OC2=C(C(=CC=C12)OC)OCCCCCN(CCCCC)C)=O)Cl (4-(3,5-Dichloropyridin-4-ylamino)-7-methoxy-8-(5-(methyl(pentyl)amino)pentyloxy)-2H-chromen-2-one). RXN SMILES: [CH3:1][NH:2][CH2:3][CH2:4][CH2:5][CH2:6][CH3:7].Br[CH2:9][CH2:10][CH2:11][CH2:12][CH2:13][O:14][C:15]1[C:16]([O:35][CH3:36])=[CH:17][CH:18]=[C:19]2[C:24]=1[O:23][C:22](=[O:25])[CH:21]=[C:20]2[NH:26][C:27]1[C:32]([Cl:33])=[CH:31][N:30]=[CH:29][C:28]=1[Cl:34]>>[Cl:34][C:28]1[CH:29]=[N:30][CH:31]=[C:32]([Cl:33])[C:27]=1[NH:26][C:20]1[C:19]2[C:24](=[C:15]([O:14][CH2:13][CH2:12][CH2:11][CH2:10][CH2:9][N:2]([CH3:1])[CH2:3][CH2:4][CH2:5][CH2:6][CH3:7])[C:16]([O:35][CH3:36])=[CH:17][CH:18]=2)[O:23][C:22](=[O:25])[CH:21]=1. Procedure: The title compound was prepared from N-methylpentan-1-amine and 8-(5-bromopentyloxy)-4-(3,5-dichloropyridin-4-ylamino)-7-methoxy-2H-chromen-2-one (Example 28) following the procedure outlined in Example 52. 1H NMR (400 MHz, DMSO-d6): δ 9.41 (br s, 1H), 8.57 (s, 2H), 7.85 (d, 1H), 7.05 (d, 1H), 4.23 (br s, 1H), 3.96 (t, 2H), 3.87 (s, 3H), 2.61 (br, 4H), 2.39 (br s, 3H), 1.70 (m, 2H), 1.60 (m, 2H), 1.47 (m, 4H), 1.23 (m, 4H), 0.83 (t, 3H); MS (ESI): 522.1. Starting materials: CCCC1=CC2(OC)C(=CC1=O)OC(c1ccc(OC)c(OC)c1)C2C, Cl, CON, c1ccncc1. Product: CCCC1=CC2(OC)C(=CC1=NOC)OC(c1ccc(OC)c(OC)c1)C2C. RXN SMILES: [CH3:1][O:2][c:3]1[cH:4][c:5]([CH:11]2[O:12][C:13]3=[CH:20][C:19](=[O:21])[C:18]([CH2:22][CH2:23][CH3:24])=[CH:17][C:14]3([O:25][CH3:26])[CH:15]2[CH3:16])[cH:6][cH:7][c:8]1[O:9][CH3:10].[ClH:27].[O:28]([CH3:29])[NH2:30].[cH:31]1[cH:32][cH:33][n:34][cH:35][cH:36]1>>[CH3:1][O:2][c:3]1[cH:4][c:5]([CH:11]2[O:12][C:13]3=[CH:20][C:19](=[N:30][O:28][CH3:29])[C:18]([CH2:22][CH2:23][CH3:24])=[CH:17][C:14]3([O:25][CH3:26])[CH:15]2[CH3:16])[cH:6][cH:7][c:8]1[O:9][CH3:10]. Starting materials: CC(C)(C)N(Cc1ccc2c(c1)CCC(=O)N2)C(=O)[O-], ClCCl, Cl, C1COCCO1. Product: Cl, NCc1ccc2c(c1)CCC(=O)N2. RXN SMILES: [C:2]([N:6]([C:3](=[O:4])[O-:5])[CH2:10][c:11]1[cH:12][c:13]2[c:18]([cH:19][cH:20]1)[NH:17][C:16](=[O:21])[CH2:15][CH2:14]2)([CH3:7])([CH3:8])[CH3:9].[Cl:28][CH2:29][Cl:30].[ClH:1].[O:22]1[CH2:23][CH2:24][O:25][CH2:26][CH2:27]1>>[ClH:1].[NH2:6][CH2:10][c:11]1[cH:12][c:13]2[c:18]([cH:19][cH:20]1)[NH:17][C:16](=[O:21])[CH2:15][CH2:14]2. The reactants are COc1ccccc1O, C[O-], CO, O=C(O)c1cc(Cl)ccc1Cl, [Cu], [Na+], [Na]. Yields the product COc1ccccc1Oc1ccc(Cl)cc1C(=O)O. As a reaction SMILES: [CH3:12][O:13][c:14]1[cH:15][cH:16][cH:17][cH:18][c:19]1[OH:20].[CH3:21][O-:22].[CH3:25][OH:26].[Cl:1][c:2]1[c:3]([C:4](=[O:5])[OH:6])[cH:7][c:8]([Cl:11])[cH:9][cH:10]1.[Cu:27].[Na+:23].[Na:24]>>[c:2]1([O:20][c:19]2[c:14]([O:13][CH3:12])[cH:15][cH:16][cH:17][cH:18]2)[c:3]([C:4](=[O:5])[OH:6])[cH:7][c:8]([Cl:11])[cH:9][cH:10]1.